From a dataset of the Open Reaction Database (ORD), a public repository of structured organic reaction records. describe an organic reaction: reactants, conditions, products, and yield Starting materials: CSCCN, CC(=O)O, O=C1OC(=O)C(c2ccccc2)=C1Cl. Yields the product CSCCN1C(=O)C(Cl)=C(c2ccccc2)C1=O. Reaction SMILES: [CH3:15][S:16][CH2:17][CH2:18][NH2:19].[CH3:20][C:21](=[O:22])[OH:23].[Cl:1][C:2]1=[C:6]([c:7]2[cH:8][cH:9][cH:10][cH:11][cH:12]2)[C:5](=[O:13])[O:4][C:3]1=[O:14]>>[Cl:1][C:2]1=[C:6]([c:7]2[cH:8][cH:9][cH:10][cH:11][cH:12]2)[C:5](=[O:13])[N:19]([CH2:18][CH2:17][S:16][CH3:15])[C:3]1=[O:14]. Starting materials: C1(=CC=CC=C1)CC(=O)NC1[C@@H]2N(C(C(S2)(CBr)C)C(=O)OCC(Cl)(Cl)Cl)C1=O (2,2,2-trichloroethyl 6-(2-phenylacetamido)-2-methyl-2-bromomethylpenam-3-carboxylate), C(Cl)(Cl)Cl (chloroform). Reaction SMILES: [C:1]1([CH2:7][C:8]([NH:10][CH:11]2[C:28](=[O:29])[N:13]3[CH:14]([C:20]([O:22][CH2:23][C:24]([Cl:27])([Cl:26])[Cl:25])=[O:21])[C:15]([CH3:19])([CH2:17]Br)[S:16][C@H:12]23)=[O:9])[CH:6]=[CH:5][CH:4]=[CH:3][CH:2]=1.C(Cl)(Cl)Cl>N1C=CC=CC=1>[C:1]1([CH2:7][C:8]([NH:10][CH:11]2[C:28](=[O:29])[N:13]3[C:14]([C:20]([O:22][CH2:23][C:24]([Cl:26])([Cl:27])[Cl:25])=[O:21])=[C:15]([CH3:17])[CH2:19][S:16][C@H:12]23)=[O:9])[CH:6]=[CH:5][CH:4]=[CH:3][CH:2]=1. The yield is 73.9%. Reported procedure: A mixture of 2,2,2-trichloroethyl 6-(2-phenylacetamido)-2-methyl-2-bromomethylpenam-3-carboxylate (0.54 g.), chloroform (5 cc) and pyridine (0.16 g.) was heated under reflux for 2.5 hours. The reaction mixture was washed with water, dried over magnesium sulfate and then concentrated. The residue was crystallized from ether to yield crystals (0.34 g.) of 2,2,2-trichloroethyl 7-(2-phenylacetamido)-3-methyl-3-cephem-4-carboxylate, m.p. 161°-162° C. Solvent: N1=CC=CC=C1 (pyridine). Product: C1(=CC=CC=C1)CC(=O)NC1[C@@H]2N(C(=C(CS2)C)C(=O)OCC(Cl)(Cl)Cl)C1=O (2,2,2-trichloroethyl 7-(2-phenylacetamido)-3-methyl-3-cephem-4-carboxylate). Reactants: CCOC(=O)c1cc2c(C(F)(F)F)ccc(N(C)CCOS(C)(=O)=O)c2[nH]1, CN(C)C=O, [H-], [Na+], O. Yields the product CCOC(=O)c1cc2c(C(F)(F)F)ccc3c2n1CCN3C. As a reaction SMILES: [CH3:1][N:2]([CH2:3][CH2:4][O:5][S:6]([CH3:7])(=[O:8])=[O:9])[c:10]1[cH:11][cH:12][c:13]([C:24]([F:25])([F:26])[F:27])[c:14]2[cH:15][c:16]([C:19](=[O:20])[O:21][CH2:22][CH3:23])[nH:17][c:18]12.[CH3:30][N:31]([CH3:32])[CH:33]=[O:34].[H-:28].[Na+:29].[OH2:35]>>[CH3:1][N:2]1[CH2:3][CH2:4][n:17]2[c:16]([C:19](=[O:20])[O:21][CH2:22][CH3:23])[cH:15][c:14]3[c:13]([C:24]([F:25])([F:26])[F:27])[cH:12][cH:11][c:10]1[c:18]32. Procedure: A mixture of 3-benzyloxyphenol (3 g), ethyl (RS)-4-chloro-4-phenylbutanoate (4.53 g), potassium carbonate (4.14 g), potassium iodide (100 mg) and methyl ethyl ketone (100 mL) is heated at reflux for 40 hours. The mixture is evaporated to dryness and the residue is partitioned between ethyl acetate (200 mL) and water (200 mL). The organic layer is dried over magnesium sulphate, filtered, and concentrated in vacuo. Flash chromatography of the resulting oil, eluting with a mixture of ethyl acetate ... RXN SMILES: [CH2:1]([O:8][C:9]1[CH:10]=[C:11]([OH:15])[CH:12]=[CH:13][CH:14]=1)[C:2]1[CH:7]=[CH:6][CH:5]=[CH:4][CH:3]=1.Cl[CH:17]([C:25]1[CH:30]=[CH:29][CH:28]=[CH:27][CH:26]=1)[CH2:18][CH2:19][C:20]([O:22][CH2:23][CH3:24])=[O:21].C(=O)([O-])[O-].[K+].[K+].[I-].[K+]>C(C(C)=O)C>[CH2:1]([O:8][C:9]1[CH:10]=[C:11]([CH:12]=[CH:13][CH:14]=1)[O:15][CH:17]([C:25]1[CH:30]=[CH:29][CH:28]=[CH:27][CH:26]=1)[CH2:18][CH2:19][C:20]([O:22][CH2:23][CH3:24])=[O:21])[C:2]1[CH:3]=[CH:4][CH:5]=[CH:6][CH:7]=1 |f:2.3.4,5.6|. The yield is 17.1%. Yields the product C(C1=CC=CC=C1)OC=1C=C(OC(CCC(=O)OCC)C2=CC=CC=C2)C=CC1 (ethyl (RS)-4-(3-benzyloxyphenoxy)-4-phenylbutanoate). The solvent is C(C)C(=O)C (methyl ethyl ketone). Reactants: C(C1=CC=CC=C1)OC=1C=C(C=CC1)O (3-benzyloxyphenol), ClC(CCC(=O)OCC)C1=CC=CC=C1 (ethyl (RS)-4-chloro-4-phenylbutanoate), C([O-])([O-])=O.[K+].[K+] (potassium carbonate), [I-].[K+] (potassium iodide). Starting materials: BrCCC1=CNC2=CC=CC=C12 (3-(2-bromoethyl)indole), Cl.BrC1=CC=C(OC2CCNCC2)C=C1 (4-(p-bromophenoxy)piperidine hydrochloride), C([O-])([O-])=O.[K+].[K+] (potassium carbonate), C(C)(C)O (isopropanol), C(C)(C)O (isopropanol). Run in C1=CC=CC=C1 (benzene). Reaction conditions: time 22 hour. Yields the product BrC1=CC=C(OC2CCN(CC2)CCC2=CNC3=CC=CC=C23)C=C1 (3-{2-[4-(p-bromophenoxy)piperidyl]ethyl]-indole). As a reaction SMILES: Cl.[Br:2][C:3]1[CH:15]=[CH:14][C:6]([O:7][CH:8]2[CH2:13][CH2:12][NH:11][CH2:10][CH2:9]2)=[CH:5][CH:4]=1.C(=O)([O-])[O-].[K+].[K+].C(O)(C)C.Br[CH2:27][CH2:28][C:29]1[C:37]2[C:32](=[CH:33][CH:34]=[CH:35][CH:36]=2)[NH:31][CH:30]=1>C1C=CC=CC=1>[Br:2][C:3]1[CH:15]=[CH:14][C:6]([O:7][CH:8]2[CH2:9][CH2:10][N:11]([CH2:27][CH2:28][C:29]3[C:37]4[C:32](=[CH:33][CH:34]=[CH:35][CH:36]=4)[NH:31][CH:30]=3)[CH2:12][CH2:13]2)=[CH:5][CH:4]=1 |f:0.1,2.3.4|. Procedure: A mixture of 8.1 g of 4-(p-bromophenoxy)piperidine hydrochloride, 12.6 g of potassium carbonate and 60 ml. of isopropanol is stirred and refluxed for one hour. A solution of 6.5 g of 3-(2-bromoethyl)indole in 15 ml. of isopropanol is then added. Stirring and refluxing is continued for 22 hours, and the reaction mixture is filtered hot. A yellow oil separates in the cooled filtrate and the supernatant isopropanol is decanted from the oil. The isopropanol is diluted with ether, causing the unreact... Starting materials: IC1=C(CN2CCN(CC2)CC(=O)OCC)C=CC=C1 (Ethyl 2-(4-(2-iodobenzyl)piperazin-1-yl)acetate), NN (hydrazine). The solvent is C(C)O (ethanol). The product is IC1=C(CN2CCN(CC2)CC(=O)NN)C=CC=C1 (2-(4-(2-iodobenzyl)piperazin-1-yl)acetohydrazide). RXN SMILES: [I:1][C:2]1[CH:20]=[CH:19][CH:18]=[CH:17][C:3]=1[CH2:4][N:5]1[CH2:10][CH2:9][N:8]([CH2:11][C:12](OCC)=[O:13])[CH2:7][CH2:6]1.[NH2:21][NH2:22]>C(O)C>[I:1][C:2]1[CH:20]=[CH:19][CH:18]=[CH:17][C:3]=1[CH2:4][N:5]1[CH2:10][CH2:9][N:8]([CH2:11][C:12]([NH:21][NH2:22])=[O:13])[CH2:7][CH2:6]1. Procedure details: Synthesized according to General Procedure C: 6{27} (4.87 g, 12.5 mmol, 1 equiv.), anhydrous hydrazine (1.2 mL, 37.6 mmol, 3 equiv.), ethanol (25.0 mL). Purification by silica gel column chromatography (4:1 EtOAc:MeOH) afforded 1{27} (4.08 g, 87%) as a light yellow solid. 1H-NMR (400 MHz, CDCl3): δ 8.17 (br s, 1H), 7.82 (dd, 1H, J=1.2, 7.6 Hz), 7.37 (dd, 1H, J=1.6, 7.6 Hz), 7.29 (dt, 1H, J=1.2, 7.2), 6.91 (dt, 1H, J=1.6, 7.6 Hz), 3.85 (br s, 2H), 3.52 (s, 2H), 3.08 (s, 2H), 2.54 (br s, 8H). 13C-... The reactants are ClC=1C(=C(OCC(N)=NO)C=CC1)C (3-chloro-2-methyl-phenoxy-acetamide oxime), C(C)(=O)[O-].[Na+] (sodium acetate), C(C)(=O)OC(C)=O (acetic anhydride). The solvent is COCCOCCOC (diglyme). The product is ClC=1C(=C(OCC2=NOC(=N2)C)C=CC1)C (3-(3-chloro-2-methyl-phenoxymethyl)-5-methyl-1,2,4-oxadiazole). The yield is 56.6%. Reaction SMILES: [Cl:1][C:2]1[C:3]([CH3:14])=[C:4]([CH:11]=[CH:12][CH:13]=1)[O:5][CH2:6][C:7](=[N:9][OH:10])[NH2:8].[C:15]([O-])(=O)[CH3:16].[Na+].C(OC(=O)C)(=O)C>COCCOCCOC>[Cl:1][C:2]1[C:3]([CH3:14])=[C:4]([CH:11]=[CH:12][CH:13]=1)[O:5][CH2:6][C:7]1[N:8]=[C:15]([CH3:16])[O:10][N:9]=1 |f:1.2|. Procedure details: 7.0 g (32.6 mmol) of 3-chloro-2-methyl-phenoxy-acetamide oxime and 14.0 g (142.8 mmol) of sodium acetate are introduced into 80 ml of diglyme and the mixture is treated with 8.6 g (84.2 mmol) of acetic anhydride. The reaction mixture is stirred at reflux temperature until the reaction is complete (approximately 2 hours). The entire batch is subsequently concentrated, the product is treated with water, and the mixture is extracted using ethyl acetate. After the solvent has been distilled off, the... The reactants are BrC=1C=CC(=NC1)Cl (5-bromo-2-chloropyridine), OCCN (2-hydroxyethylamine). Run in CC(=O)N(C)C (DMA). Run at temperature 170 celsius. The product is BrC=1C=CC(=NC1)NCCO (2-(5-Bromo-pyridin-2-ylamino)-ethanol). RXN SMILES: [Br:1][C:2]1[CH:3]=[CH:4][C:5](Cl)=[N:6][CH:7]=1.[OH:9][CH2:10][CH2:11][NH2:12]>CC(N(C)C)=O>[Br:1][C:2]1[CH:3]=[CH:4][C:5]([NH:12][CH2:11][CH2:10][OH:9])=[N:6][CH:7]=1. Procedure: A mixture of 5-bromo-2-chloropyridine (Aldrich, Buchs, Switzerland, 1 g, 5.2 mmol) and 2-hydroxyethylamine (1.59 g, 26 mmol) in 3 ml DMA was heated by microwaves at 170° C. for 1 h. Then the RM was quenched with saturated aqueous NaHCO3 (50 ml) and extracted with EtOAc. The organic layers were washed with saturated aqueous NaHCO3 (4×), dried over Na2SO4, filtered and evaporated. The residue was purified by flash chromatography (DCM/MeOH 0 to 5%). The fractions containing product were evaporated ...